Dataset: the Open Reaction Database (ORD), a public repository of structured organic reaction records. Task: describe an organic reaction: reactants, conditions, products, and yield Reported procedure: A solution of the above crude methyl 2-(2-mesyloxyethyl)furan-3-carboxylate, crude 6-phenylhexylamine [prepared by refluxing a solution of 1.79 g (5.81 mmol) of N-(6-phenylhexyl)phthalimide and 0.28 ml (5.8 mmol) of hydrazine monohydrate in 20 ml of ethanol for 1 hour, cooling the reaction mixture to room temperature, then pouring it into aqueous sodium hydroxide, extracting with ethyl acetate 3 times, drying the combined organic layer over anhydrous magnesium sulfate, and distilling off the sol... The solvent is C(C)O (ethanol), C(C)#N (acetonitrile), O (water). Reaction SMILES: S(OCCC1OC=CC=1C(OC)=O)(C)(=O)=O.C1(CCCCCCN)C=CC=CC=1.[C:30]1([CH2:36][CH2:37][CH2:38][CH2:39][CH2:40][CH2:41][N:42]2[C:46](=[O:47])[C:45]3=C[CH:49]=[CH:50][CH:51]=[C:44]3[C:43]2=[O:52])[CH:35]=[CH:34][CH:33]=[CH:32][CH:31]=1.O.NN.[OH-].[Na+].C(N(CC)C(C)C)(C)C>C(O)C.C(#N)C.O>[C:30]1([CH2:36][CH2:37][CH2:38][CH2:39][CH2:40][CH2:41][N:42]2[CH2:49][CH2:50][C:51]3[O:47][CH:46]=[CH:45][C:44]=3[C:43]2=[O:52])[CH:35]=[CH:34][CH:33]=[CH:32][CH:31]=1 |f:3.4,5.6|. Product: C1(=CC=CC=C1)CCCCCCN1C(C2=C(CC1)OC=C2)=O (5-(6-phenylhexyl)-6,7-dihydro-5H-furo[3,2-c]pyridin-4-one). Reactants: C1(=CC=CC=C1)CCCCCCN1C(C=2C(C1=O)=CC=CC2)=O (N-(6-phenylhexyl)phthalimide), O.NN (hydrazine monohydrate), C(C)(C)N(C(C)C)CC (N,N-diisopropylethylamine), [OH-].[Na+] (sodium hydroxide), S(=O)(=O)(C)OCCC=1OC=CC1C(=O)OC (methyl 2-(2-mesyloxyethyl)furan-3-carboxylate), C1(=CC=CC=C1)CCCCCCN (6-phenylhexylamine). The reactants are C1=CC=CC=2C3=CC=CC=C3C(C12)COC(N[C@@H](CSC[C@@H](COCCCCCCCCCCCCCCCC)OCCCCCCCCCCCCCCCC)C(=O)OC(C)(C)C)=O ((5R,9R)-tert-butyl 1-(9H-fluoren-9-yl)-9-(hexadecyloxy)-3-oxo-2,11-dioxa-7-thia-4-azaheptacosane-5-carboxylate). The solvent is C(=O)(C(F)(F)F)O (TFA), C(Cl)Cl (DCM), CC(C)(C)OC (MTBE). The product is C1=CC=CC=2C3=CC=CC=C3C(C12)COC(N[C@@H](CSC[C@@H](COCCCCCCCCCCCCCCCC)OCCCCCCCCCCCCCCCC)C(=O)O)=O ((5R,9R)-1-(9H-fluoren-9-yl)-9-(hexadecyloxy)-3-oxo-2,11-dioxa-7-thia-4-azaheptacosane-5-carboxylic acid). Reaction SMILES: [CH:1]1[C:13]2[CH:12]([CH2:14][O:15][C:16](=[O:65])[NH:17][C@H:18]([C:58]([O:60]C(C)(C)C)=[O:59])[CH2:19][S:20][CH2:21][C@H:22]([O:41][CH2:42][CH2:43][CH2:44][CH2:45][CH2:46][CH2:47][CH2:48][CH2:49][CH2:50][CH2:51][CH2:52][CH2:53][CH2:54][CH2:55][CH2:56][CH3:57])[CH2:23][O:24][CH2:25][CH2:26][CH2:27][CH2:28][CH2:29][CH2:30][CH2:31][CH2:32][CH2:33][CH2:34][CH2:35][CH2:36][CH2:37][CH2:38][CH2:39][CH3:40])[C:11]3[C:6](=[CH:7][CH:8]=[CH:9][CH:10]=3)[C:5]=2[CH:4]=[CH:3][CH:2]=1>C(O)(C(F)(F)F)=O.C(Cl)Cl.CC(OC)(C)C>[CH:1]1[C:13]2[CH:12]([CH2:14][O:15][C:16](=[O:65])[NH:17][C@H:18]([C:58]([OH:60])=[O:59])[CH2:19][S:20][CH2:21][C@H:22]([O:41][CH2:42][CH2:43][CH2:44][CH2:45][CH2:46][CH2:47][CH2:48][CH2:49][CH2:50][CH2:51][CH2:52][CH2:53][CH2:54][CH2:55][CH2:56][CH3:57])[CH2:23][O:24][CH2:25][CH2:26][CH2:27][CH2:28][CH2:29][CH2:30][CH2:31][CH2:32][CH2:33][CH2:34][CH2:35][CH2:36][CH2:37][CH2:38][CH2:39][CH3:40])[C:11]3[C:6](=[CH:7][CH:8]=[CH:9][CH:10]=3)[C:5]=2[CH:4]=[CH:3][CH:2]=1. Reported procedure: A solution of (5R,9R)-tert-butyl 1-(9H-fluoren-9-yl)-9-(hexadecyloxy)-3-oxo-2,11-dioxa-7-thia-4-azaheptacosane-5-carboxylate in 40% TFA in DCM (0.3 M) was stirred at room temperature until complete deprotection of tert-butyl group (2 hours). The reaction mixture was diluted in MTBE, washed three times with 1 M citric acid (pH 3), and once with 1:2 HCl (3 M)/brine. The organic layer was dried over anhydrous Na2SO4 and concentrated en vaccuo. The resulting waxy solid was used in the next step with... The reactants are CN1CC2=CC(=C(C=C2CC1)[N+](=O)[O-])N (2-Methyl-6-nitro-1,2,3,4-tetrahydro-7-isoquinolinamine), N#CN (cyanamide), N#CN (cyanamide), [CH]Cl (cHCl), [CH]Cl (cHCl), [OH-].[Na+] (NaOH). The solvent is O (water). Conditions: temperature 60 celsius. The product is CN1CC=2C=C3C(=CC2CC1)[N+](=NC(=N3)N)[O-] (7-Methyl-6,7,8,9-tetrahydro[1,2,4]triazino[6,5-g]isoquinolin-3-amine 1-Oxide). The yield is 68.7%. As a reaction SMILES: [CH3:1][N:2]1[CH2:11][CH2:10][C:9]2[C:4](=[CH:5][C:6]([NH2:15])=[C:7]([N+:12]([O-:14])=O)[CH:8]=2)[CH2:3]1.[N:16]#[C:17][NH2:18].[CH]Cl.[OH-].[Na+]>O>[CH3:1][N:2]1[CH2:11][CH2:10][C:9]2[CH:8]=[C:7]3[N+:12]([O-:14])=[N:16][C:17]([NH2:18])=[N:15][C:6]3=[CH:5][C:4]=2[CH2:3]1 |f:3.4,^3:18|. Reported procedure: A mixture of 6-nitroaniline 255 (2.3 g, 10.7 mmol) and cyanamide (2.0 g, 46.6 mmol) was melted at 100° C. The mixture was cooled to 60° C. and cHCl (5 mL) was slowly added. The solution was heated at 100° C. for 90 min, then a further three aliquots of cyanamide (2.1 g) and cHCl (5 mL) were added over 3 h. The solution was cooled to 50° C. and made basic with NaOH solution (7.5 M, 20 mL). The solution was heated at 100° C. for another 90 min, cooled and diluted with water (50 mL). The solid was ...